Task: describe an organic reaction: reactants, conditions, products, and yield. Dataset: the Open Reaction Database (ORD), a public repository of structured organic reaction records The reactants are [OH-].[Na+] (sodium hydroxide), C(C)(=O)NC1=CC=CC2=C1OC(=C2C(C)(C)O)C (7-acetylamino-3-(1-hydroxy-1-methylethyl)-2-methylbenzo[b]furan). Run in C(C)O (ethanol), O (water). The product is NC1=CC=CC2=C1OC(=C2C(C)(C)O)C (7-amino-3-(1-hydroxy-1-methylethyl)-2-methylbenzo[b]furan). Yield: 94.0%. Reaction SMILES: C([NH:4][C:5]1[C:10]2[O:11][C:12]([CH3:18])=[C:13]([C:14]([OH:17])([CH3:16])[CH3:15])[C:9]=2[CH:8]=[CH:7][CH:6]=1)(=O)C.[OH-].[Na+]>C(O)C.O>[NH2:4][C:5]1[C:10]2[O:11][C:12]([CH3:18])=[C:13]([C:14]([OH:17])([CH3:15])[CH3:16])[C:9]=2[CH:8]=[CH:7][CH:6]=1 |f:1.2|. Procedure: A suspension of 7-acetylamino-3-(1-hydroxy-1-methylethyl)-2-methylbenzo[b]furan (1.82 g) in a mixture of ethanol (15 ml) and 3N-aqueous sodium hydroxide (10 ml) was refluxed for 20 hours. The reaction mixture was cooled, diluted with water (20 ml) and evaporated in vacuo until the ethanol of the solution was removed. The separated solid was collected, washed with water and dried to give 7-amino-3-(1-hydroxy-1-methylethyl)-2-methylbenzo[b]furan (1.42 g). Starting materials: [I-].[Na+] (sodium iodide), C(C)(C)(C)OC(=O)OC(=O)OC(C)(C)C (di-tert-butyldicarbonate), ice, N[C@H](C(=O)OC)CCBr ((S)-methyl 2-amino-4-bromobutanoate), Cl (HCl), C(C)(C)N(C(C)C)CC (N,N-diisopropylethylamine). Run in C1CCOC1 (THF), C1CCOC1 (THF). Run at time 18 hour. The product is C(C)(C)(C)OC(=O)N[C@H](C(=O)OC)CCI ((S)-Methyl 2-(tert-butoxycarbonylamino)-4-iodobutanoate). Yield: 60.0%. Reaction SMILES: [NH2:1][C@@H:2]([CH2:7][CH2:8]Br)[C:3]([O:5][CH3:6])=[O:4].Cl.C(N(CC)C(C)C)(C)C.[C:20]([O:24][C:25]([O:27]C(OC(C)(C)C)=O)=O)([CH3:23])([CH3:22])[CH3:21].[I-:35].[Na+]>C1COCC1>[C:20]([O:24][C:25]([NH:1][C@@H:2]([CH2:7][CH2:8][I:35])[C:3]([O:5][CH3:6])=[O:4])=[O:27])([CH3:23])([CH3:22])[CH3:21] |f:4.5|. Reported procedure: To an ice cold suspension of (S)-methyl 2-amino-4-bromobutanoate, 1.00 HCl (see WO2003/101948 A2, 4.42 g, 19.02 mmol) and N,N-diisopropylethylamine (9.97 mL, 57.1 mmol) in anhydrous THF (50 mL) is slowly added a solution of di-tert-butyldicarbonate (4.36 g, 19.97 mmol) in anhydrous THF (8 mL). The reaction is stirred for 18 h while warming to room temp. The solvent is removed in vacuo, and the residue is partitioned between EtOAc (450 mL) and aqueous saturated ammonium chloride (30 ml). The orga... The product is O=C1N[C@@H]2[C@H](N1)[C@@H](SC2)CCCCC(=O)OC[C@@H](O)[C@H]2OC(C(=C2O)O)=O ((R)-2-((R)-3,4-dihydroxy-5-oxo-2,5-dihydrofuran-2-yl)-2-hydroxyethyl 5-((3aR,6S,6aS)-2-oxohexahydrothieno[3,4-d]imidazol-6-yl)-pentanoate). Starting materials: O=C1C(O)=C(O)[C@H](O1)[C@@H](O)CO (ascorbic acid), OC(=O)CCCC[C@@H]1SC[C@@H]2NC(=O)N[C@H]12 (biotin). Conditions: temperature 40 celsius, time 32 hour. Reaction SMILES: [O:1]=[C:2]1[O:8][C@H:7]([C@H:9]([CH2:11][OH:12])[OH:10])[C:5]([OH:6])=[C:3]1[OH:4].[OH:13][C:14]([CH2:16][CH2:17][CH2:18][CH2:19][C@H:20]1[C@@H:28]2[C@@H:23]([NH:24][C:25]([NH:27]2)=[O:26])[CH2:22][S:21]1)=O>CC(C)=O>[O:26]=[C:25]1[NH:27][C@@H:28]2[C@H:20]([CH2:19][CH2:18][CH2:17][CH2:16][C:14]([O:12][CH2:11][C@H:9]([C@@H:7]3[C:5]([OH:6])=[C:3]([OH:4])[C:2](=[O:1])[O:8]3)[OH:10])=[O:13])[S:21][CH2:22][C@@H:23]2[NH:24]1. Procedure details: 54.1 g of ascorbic acid (306.9 mmol; 5 eq.) and 15 g of biotin (61.4 mmol; 1 eq.) are dissolved in 180 ml of anhydrous acetone under a protective gas, 1 g of lipase (Candida antarctica) is added, and the mixture is shaken at 40° C. for 32 h. The enzyme is filtered off, 50 ml of water are added to the solution, and the product is precipitated by pouring into toluene. Run in CC(=O)C (acetone).